Task: describe an organic reaction: reactants, conditions, products, and yield. Dataset: the Open Reaction Database (ORD), a public repository of structured organic reaction records The reactants are CC=1C=C(C=C(C1OC)C)CCCCO (4-[3,5-dimethyl-4-methoxyphenyl]butanol), B(Br)(Br)Br (boron tribromide). Solvent: C(Cl)Cl (methylene chloride). Product: CC=1C=C(C=C(C1O)C)CCCCO (4-[3,5-Dimethyl-4-hydroxyphenyl]butanol). Reaction SMILES: [CH3:1][C:2]1[CH:3]=[C:4]([CH2:11][CH2:12][CH2:13][CH2:14][OH:15])[CH:5]=[C:6]([CH3:10])[C:7]=1[O:8]C.B(Br)(Br)Br>C(Cl)Cl>[CH3:1][C:2]1[CH:3]=[C:4]([CH2:11][CH2:12][CH2:13][CH2:14][OH:15])[CH:5]=[C:6]([CH3:10])[C:7]=1[OH:8]. Reported procedure: A solution of 4-[3,5-dimethyl-4-methoxyphenyl]butanol (PREPARATION NA-14, 4.96 g), boron tribromide (1.0M in methylene chloride, 47 ml) in methylene chloride (200 ml) is stirred at -70° and then allowed to warm to 20°-25° over 4 hr. The reaction did not begin until the reaction reached room temperature. The reaction mixture is partitioned between methylene chloride and aqueous sodium bicarbonate. The organic phase is dried over sodium sulfate and concentrated to give the phenol which had a consi... Starting materials: O.NN (hydrazine hydrate), BrC1=C(C=NN1C1=C(C=C(C=C1Cl)C(F)(F)F)Cl)S(=O)(=O)C(F)(F)F (5-bromo-1-(2,6-dichloro-4-trifluoromethyl-phenyl)-4-trifluoromethylsulphonyl-pyrazole). Solvent: O1CCOCC1 (dioxane). Run at temperature 60 celsius, time 4 hour. The product is ClC1=C(C(=CC(=C1)C(F)(F)F)Cl)N1N=CC(=C1NN)S(=O)(=O)C(F)(F)F (1-(2,6-dichloro-4-trifluoromethyl-phenyl)-5-hydrazino-4-trifluoromethylsulphonyl-pyrazole). Yield: 73.3%. As a reaction SMILES: O.[NH2:2][NH2:3].Br[C:5]1[N:9]([C:10]2[C:15]([Cl:16])=[CH:14][C:13]([C:17]([F:20])([F:19])[F:18])=[CH:12][C:11]=2[Cl:21])[N:8]=[CH:7][C:6]=1[S:22]([C:25]([F:28])([F:27])[F:26])(=[O:24])=[O:23]>O1CCOCC1>[Cl:21][C:11]1[CH:12]=[C:13]([C:17]([F:20])([F:19])[F:18])[CH:14]=[C:15]([Cl:16])[C:10]=1[N:9]1[C:5]([NH:2][NH2:3])=[C:6]([S:22]([C:25]([F:28])([F:27])[F:26])(=[O:24])=[O:23])[CH:7]=[N:8]1 |f:0.1|. Procedure: 2.5 ml (0.065 mole) of hydrazine hydrate are added to 10 g (0.02 mole) of 5-bromo-1-(2,6-dichloro-4-trifluoromethyl-phenyl)-4-trifluoromethylsulphonyl-pyrazole in 140 ml of dioxane at room temperature and the mixture is warmed at 60° C. with stirring for 4 hours. For work-up, the solvent is removed in vacuo and the oil remaining is purified by chromatography (silica gel, eluent: dichloromethane). 6.5 g (72% of theory) of 1-(2,6-dichloro-4-trifluoromethyl-phenyl)-5-hydrazino-4-trifluoromethylsulp... Starting materials: C(C)SC=1SC(=CN1)C(=O)NCCCCC#C (2-ethylthio-5-(hex-5-ynylaminocarbonyl) thiazole), OO (hydrogen peroxide). The solvent is C(C)(=O)O (acetic acid). The product is C(C)S(=O)C=1SC(=CN1)C(=O)NCCCCC#C (2-ethylsulfinyl-5-(hex-5-ynylaminocarbonyl)thiazole). RXN SMILES: [CH2:1]([S:3][C:4]1[S:5][C:6]([C:9]([NH:11][CH2:12][CH2:13][CH2:14][CH2:15][C:16]#[CH:17])=[O:10])=[CH:7][N:8]=1)[CH3:2].[OH:18]O>C(O)(=O)C>[CH2:1]([S:3]([C:4]1[S:5][C:6]([C:9]([NH:11][CH2:12][CH2:13][CH2:14][CH2:15][C:16]#[CH:17])=[O:10])=[CH:7][N:8]=1)=[O:18])[CH3:2]. Procedure: In this preparation a mixture of 0.064 mole of 2-ethylthio-5-(hex-5-ynylaminocarbonyl) thiazole; 40 ml. of 30% aqueous hydrogen peroxide and 200 ml. of acetic acid is stirred at a temperature of from 40° to 50° C for 4 hours. The mixture is concentrated by evaporation of a large portion of the acetic acid, under vacuum, at room temperature (about 20° C) and the resulting residue poured into 500 ml. of ethyl acetate and then washed with aqueous sodium bicarbonate solution until no acetic acid is ... Starting materials: FC1=C(C=C(C=C1)CO)OC1=CC=CC=C1 ((4-fluoro-3-phenoxyphenyl)methyl alcohol), S(=O)(Cl)Cl (thionyl chloride), O (water). The reagents and catalysts are N1=CC=CC=C1 (pyridine). The solvent is C(C)OCC (diethyl ether), C(C)OCC (diethyl ether). The product is FC1=C(C=C(C=C1)CCl)OC1=CC=CC=C1 ((4-fluoro-3-phenoxyphenyl)methyl chloride). Isolated yield 92.0%. As a reaction SMILES: S(Cl)([Cl:3])=O.[F:5][C:6]1[CH:11]=[CH:10][C:9]([CH2:12]O)=[CH:8][C:7]=1[O:14][C:15]1[CH:20]=[CH:19][CH:18]=[CH:17][CH:16]=1.O>N1C=CC=CC=1.C(OCC)C>[F:5][C:6]1[CH:11]=[CH:10][C:9]([CH2:12][Cl:3])=[CH:8][C:7]=1[O:14][C:15]1[CH:20]=[CH:19][CH:18]=[CH:17][CH:16]=1. Procedure: In a dry flask were placed in succession 5 ml of diethyl ether, 1.21 g (0.0102 mole) of thionyl chloride, and one drop of pyridine. A solution of 1.85 g (0.0085 mole) of (4-fluoro-3-phenoxyphenyl)methyl alcohol in 5 ml of diethyl ether was added dropwise to the reaction mixture. Upon completion of addition, the reaction mixture was heated at reflux for one hour. After being cooled to room temperature, 10 ml of water was added slowly to the reaction mixture. The phases were separated. Twice the a... The reactants are C(CC)O (n-propanol), C1=CC=CC=C1 (benzene), ClC1=C(C=C(C(=O)O)C=C1[N+](=O)[O-])[N+](=O)[O-] (4-chloro-3,5-dinitro-benzoic acid), S(O)(O)(=O)=O (sulfuric acid). The solvent is O (water). Yields the product C(CC)OC(C1=CC(=C(C(=C1)[N+](=O)[O-])Cl)[N+](=O)[O-])=O (n-propyl-4-chloro-3,5-dinitro-benzoate). Yield: 84.9%. RXN SMILES: [CH2:1]([OH:4])[CH2:2][CH3:3].C1C=CC=CC=1.[Cl:11][C:12]1[C:20]([N+:21]([O-:23])=[O:22])=[CH:19][C:15]([C:16](O)=[O:17])=[CH:14][C:13]=1[N+:24]([O-:26])=[O:25].S(=O)(=O)(O)O>O>[CH2:1]([O:4][C:16](=[O:17])[C:15]1[CH:14]=[C:13]([N+:24]([O-:26])=[O:25])[C:12]([Cl:11])=[C:20]([N+:21]([O-:23])=[O:22])[CH:19]=1)[CH2:2][CH3:3]. Reported procedure: Into a 1000 ml round-bottomed flask equipped with a stirrer, thermometer and Marcusson-condenser 180 g (3 moles) of n-propanol, and 380 g of benzene are weighed in, whereupon 493 g (2 moles) of 4-chloro-3,5-dinitro-benzoic acid and 20 g of concentrated sulfuric acid are added under stirring. The reaction mixture is heated to boiling on a water bath under stirring (86° C.) until no more water is distilled off. The water thus formed is collected in the Marcusson-condenser and removed if necessary....